From a dataset of the Open Reaction Database (ORD), a public repository of structured organic reaction records. describe an organic reaction: reactants, conditions, products, and yield Reactants: O=C([O-])[O-], CCN1CCNCC1, CC(C)=O, [K+], [K+], O=[N+]([O-])c1ccc(CCl)cc1. Product: CCN1CCN(Cc2ccc([N+](=O)[O-])cc2)CC1. As a reaction SMILES: [C:20](=[O:21])([O-:22])[O-:23].[CH2:12]([CH3:13])[N:14]1[CH2:15][CH2:16][NH:17][CH2:18][CH2:19]1.[CH3:26][C:27](=[O:28])[CH3:29].[K+:24].[K+:25].[N+:1](=[O:2])([O-:3])[c:4]1[cH:5][cH:6][c:7]([CH2:8][Cl:9])[cH:10][cH:11]1>>[N+:1](=[O:2])([O-:3])[c:4]1[cH:5][cH:6][c:7]([CH2:8][N:17]2[CH2:16][CH2:15][N:14]([CH2:12][CH3:13])[CH2:19][CH2:18]2)[cH:10][cH:11]1. The reactants are ClCCl, CCOC(=O)c1ccc(C=Cc2cccc3c2C(Sc2ccccc2)=CCC3(C)C)cc1, O=C(OO)c1cccc(Cl)c1, O. Yields the product CCOC(=O)c1ccc(C=Cc2cccc3c2C(S(=O)(=O)c2ccccc2)=CCC3(C)C)cc1. As a reaction SMILES: [CH2:45]([Cl:46])[Cl:47].[CH3:1][C:2]1([CH3:32])[c:3]2[cH:4][cH:5][cH:6][c:7]([CH:19]=[CH:20][c:21]3[cH:22][cH:23][c:24]([C:25](=[O:26])[O:27][CH2:28][CH3:29])[cH:30][cH:31]3)[c:8]2[C:9]([S:12][c:13]2[cH:14][cH:15][cH:16][cH:17][cH:18]2)=[CH:10][CH2:11]1.[Cl:33][c:34]1[cH:35][c:36]([C:41](=[O:38])[O:42][OH:43])[cH:37][cH:39][cH:40]1.[OH2:44]>>[CH3:1][C:2]1([CH3:32])[c:3]2[cH:4][cH:5][cH:6][c:7]([CH:19]=[CH:20][c:21]3[cH:22][cH:23][c:24]([C:25](=[O:26])[O:27][CH2:28][CH3:29])[cH:30][cH:31]3)[c:8]2[C:9]([S:12]([c:13]2[cH:14][cH:15][cH:16][cH:17][cH:18]2)(=[O:38])=[O:44])=[CH:10][CH2:11]1. The reactants are Br (hydrobromic acid), S(O)(O)(=O)=O (sulfuric acid), FC1=C(C=CC=C1)CCO (2-(2-fluorophenyl)ethanol). Run in ice. Product: FC1=C(C=CC=C1)CCBr (2-(2-fluorophenyl)-ethylbromide). The yield is 99.0%. As a reaction SMILES: [BrH:1].S(=O)(=O)(O)O.[F:7][C:8]1[CH:13]=[CH:12][CH:11]=[CH:10][C:9]=1[CH2:14][CH2:15]O>>[F:7][C:8]1[CH:13]=[CH:12][CH:11]=[CH:10][C:9]=1[CH2:14][CH2:15][Br:1]. Procedure details: To a mixture of aqueous hydrobromic acid (48%, 360 mL) and concentrated sulfuric acid (103.6 mL) at room temperature was added dropwise 2-(2-fluorophenyl)ethanol (250 g, 1.78 mol, Aldrich). The reaction mixture was refluxed for 7 h, poured onto 600 ml of ice and the mixture was extracted with diethyl ether. The diethyl ether extracts were washed successively with saturated sodium carbonate and brine. The organic phase was dried (MgSO4) and concentrated in vacuo to give 359.9 g (99%) of 2-(2-fluo... Reactants: Cl (HCl), C(C1=CC=CC=C1)N1C(COC(C1)C1=C(C=C(C=C1)O)C(F)(F)F)=O (4-benzyl-6-(4-hydroxy-2-trifluoromethyl-phenyl)-morpholin-3-one), B.C1CCOC1 (BH3.THF). Solvent: C1CCOC1 (THF), C1CCOC1 (THF). Run at temperature 0 celsius, time 1 hour. The product is C(C1=CC=CC=C1)N1CC(OCC1)C1=C(C=C(C=C1)O)C(F)(F)F (4-(4-benzyl-morpholin-2-yl)-3-trifluoromethyl-phenol). Reaction SMILES: [CH2:1]([N:8]1[CH2:13][CH:12]([C:14]2[CH:19]=[CH:18][C:17]([OH:20])=[CH:16][C:15]=2[C:21]([F:24])([F:23])[F:22])[O:11][CH2:10][C:9]1=O)[C:2]1[CH:7]=[CH:6][CH:5]=[CH:4][CH:3]=1.B.C1COCC1.Cl>C1COCC1>[CH2:1]([N:8]1[CH2:9][CH2:10][O:11][CH:12]([C:14]2[CH:19]=[CH:18][C:17]([OH:20])=[CH:16][C:15]=2[C:21]([F:24])([F:22])[F:23])[CH2:13]1)[C:2]1[CH:3]=[CH:4][CH:5]=[CH:6][CH:7]=1 |f:1.2|. Procedure details: To a solution of 4-benzyl-6-(4-hydroxy-2-trifluoromethyl-phenyl)-morpholin-3-one (26.18 g; 67.3 mmol) in THF (600 mL) was added dropwise BH3.THF in THF (235.4 mL; 1.00 mol/1; 235.4 mmol), at 0° C. The resulting mixture was stirred for 1 hour at 0° C. and thereafter 18 hours at RT. Subsequently, 1M aqueous HCl (550 mL) was added and the mixture stirred overnight at RT. The resulting mixture was partitioned between EtOAc and 2M aqueous NaOH (350 mL), the organic layers was dried (MgSO4), filtered,... The product is CCN(CC)CC#CCN1CCC(O[Si](C)(C)C(C)(C)C)C1=O. Starting materials: CCNCC, C#CCN1CCC(O[Si](C)(C)C(C)(C)C)C1=O, CC(=O)O, [Cl-]. Reaction SMILES: [CH2:18]([CH3:19])[NH:20][CH2:21][CH3:22].[CH3:1][C:2]([CH3:3])([CH3:4])[Si:5]([O:6][CH:7]1[C:8](=[O:15])[N:9]([CH2:12][C:13]#[CH:14])[CH2:10][CH2:11]1)([CH3:16])[CH3:17].[CH3:24][C:25](=[O:26])[OH:27].[Cl-:23]>>[CH3:1][C:2]([CH3:3])([CH3:4])[Si:5]([O:6][CH:7]1[C:8](=[O:15])[N:9]([CH2:12][C:13]#[C:14][CH2:24][N:20]([CH2:18][CH3:19])[CH2:21][CH3:22])[CH2:10][CH2:11]1)([CH3:16])[CH3:17].